From a dataset of the Open Reaction Database (ORD), a public repository of structured organic reaction records. describe an organic reaction: reactants, conditions, products, and yield Reactants: BrCC(=O)C1=C(C=C(C=C1OC)OC)OC (2-bromo-1-(2,4,6-trimethoxyphenyl)ethanone), NC(=S)N (thiourea). Run in CCO (EtOH). Product: COC1=C(C(=CC(=C1)OC)OC)C=1N=C(SC1)N (4-(2,4,6-trimethoxyphenyl)thiazol-2-amine). Isolated yield 76.4%. RXN SMILES: Br[CH2:2][C:3]([C:5]1[C:10]([O:11][CH3:12])=[CH:9][C:8]([O:13][CH3:14])=[CH:7][C:6]=1[O:15][CH3:16])=O.[NH2:17][C:18]([NH2:20])=[S:19]>CCO>[CH3:16][O:15][C:6]1[CH:7]=[C:8]([O:13][CH3:14])[CH:9]=[C:10]([O:11][CH3:12])[C:5]=1[C:3]1[N:17]=[C:18]([NH2:20])[S:19][CH:2]=1. Procedure: A mixture of 2-bromo-1-(2,4,6-trimethoxyphenyl)ethanone (2.49 g, 8.6 mmol) and thiourea (0.67 g, 8.7 mmol) in 95% EtOH (16 mL) was heated at reflux for 60 min. The solution was concentrated and mixed with water (100 mL) and saturated aqueous Na2CO3 (5.0 mL). The resultant precipitate was filtered and recrystallized in toluene. The solids were filtered and dried under vacuum to give 4-(2,4,6-trimethoxyphenyl)thiazol-2-amine (1.75 g) as yellow solids in >99% yield: 1H NMR (500 MHz, DMSO-d6) δ 9.00...